Dataset: the Open Reaction Database (ORD), a public repository of structured organic reaction records. Task: describe an organic reaction: reactants, conditions, products, and yield Reactants: CCc1cc(OCCCS(C)(=O)=O)cc(CC)c1-c1cccc(CO)c1, CCCCP(CCCC)CCCC, Cc1ccccc1, CCCCCC, O=C(N=NC(=O)N1CCCCC1)N1CCCCC1, COC(=O)CC1COc2cc(O)ccc21. Product: CCc1cc(OCCCS(C)(=O)=O)cc(CC)c1-c1cccc(COc2ccc3c(c2)OCC3CC(=O)OC)c1. RXN SMILES: [CH2:16]([CH3:17])[c:18]1[c:19](-[c:34]2[cH:35][c:36]([CH2:40][OH:41])[cH:37][cH:38][cH:39]2)[c:20]([CH2:32][CH3:33])[cH:21][c:22]([O:24][CH2:25][CH2:26][CH2:27][S:28](=[O:29])(=[O:30])[CH3:31])[cH:23]1.[CH2:42]([P:43]([CH2:44][CH2:45][CH2:46][CH3:47])[CH2:48][CH2:49][CH2:50][CH3:51])[CH2:52][CH2:53][CH3:54].[CH3:73][c:74]1[cH:75][cH:76][cH:77][cH:78][cH:79]1.[CH3:80][CH2:81][CH2:82][CH2:83][CH2:84][CH3:85].[N:55]([C:56]([N:57]1[CH2:58][CH2:59][CH2:60][CH2:61][CH2:62]1)=[O:63])=[N:64][C:65]([N:66]1[CH2:67][CH2:68][CH2:69][CH2:70][CH2:71]1)=[O:72].[OH:1][c:2]1[cH:3][c:4]2[c:5]([cH:14][cH:15]1)[CH:6]([CH2:9][C:10](=[O:11])[O:12][CH3:13])[CH2:7][O:8]2>>[O:1]([c:2]1[cH:3][c:4]2[c:5]([cH:14][cH:15]1)[CH:6]([CH2:9][C:10](=[O:11])[O:12][CH3:13])[CH2:7][O:8]2)[CH2:40][c:36]1[cH:35][c:34](-[c:19]2[c:18]([CH2:16][CH3:17])[cH:23][c:22]([O:24][CH2:25][CH2:26][CH2:27][S:28](=[O:29])(=[O:30])[CH3:31])[cH:21][c:20]2[CH2:32][CH3:33])[cH:39][cH:38][cH:37]1. Starting materials: BrC=1C=C(N)C=C(C1)F (3-Bromo-5-fluoroaniline), COC1=CC=C(C=C1)S(=O)(=O)Cl (4-methoxybenzene-1-sulfonyl chloride), 15b. Yields the product BrC=1C=C(C=C(C1)F)NS(=O)(=O)C1=CC=C(C=C1)OC (N-(3-Bromo-5-fluorophenyl)-4-methoxybenzenesulfonamide). The yield is 87.8%. As a reaction SMILES: [Br:1][C:2]1[CH:3]=[C:4]([CH:6]=[C:7]([F:9])[CH:8]=1)[NH2:5].[CH3:10][O:11][C:12]1[CH:17]=[CH:16][C:15]([S:18](Cl)(=[O:20])=[O:19])=[CH:14][CH:13]=1>>[Br:1][C:2]1[CH:3]=[C:4]([NH:5][S:18]([C:15]2[CH:14]=[CH:13][C:12]([O:11][CH3:10])=[CH:17][CH:16]=2)(=[O:20])=[O:19])[CH:6]=[C:7]([F:9])[CH:8]=1. Procedure: 3-Bromo-5-fluoroaniline (500 mg, 2.63 mmol) was treated with 4-methoxybenzene-1-sulfonyl chloride (572 mg, 2.77 mmol) according to the method described in Preparation 15b to give 832 mg (88% yield) of the title compound as an oil. Purity 70%.